From a dataset of the Open Reaction Database (ORD), a public repository of structured organic reaction records. describe an organic reaction: reactants, conditions, products, and yield The reactants are C(C)(=O)[O-].[Na+] (sodium acetate), NOS(=O)(=O)O (hydroxylamine-O-sulfonic acid), CC=1C=NC=C(C1)C=1N(C=C(N1)C(F)(F)F)C1=CC=C(C=C1)S(=O)(=O)C (3-methyl-5-[1-[4-(methylsulfonyl)phenyl]-4-(trifluoromethyl)-1H-imidazol-2-yl]pyridine), C(CCC)[Mg]Cl (n-BuMgCl), C(C)B(CC)CC (triethylborane). Run in O (water), C1CCOC1 (THF). Run at temperature 0 celsius, time 15 minute. The product is CC=1C=C(C=NC1)C=1N(C=C(N1)C(F)(F)F)C1=CC=C(C=C1)S(=O)(=O)N (4-[2-(5-methylpyridin-3-yl)-4-(trifluoromethyl)-1H-imidazol-1-yl]benzenesulfonamide). Isolated yield 9.6%. Reaction SMILES: [CH3:1][C:2]1[CH:3]=[N:4][CH:5]=[C:6]([C:8]2[N:9]([C:17]3[CH:22]=[CH:21][C:20]([S:23](C)(=[O:25])=[O:24])=[CH:19][CH:18]=3)[CH:10]=[C:11]([C:13]([F:16])([F:15])[F:14])[N:12]=2)[CH:7]=1.C([Mg]Cl)CCC.C(B(CC)CC)C.C([O-])(=O)C.[Na+].[NH2:45]OS(O)(=O)=O>C1COCC1.O>[CH3:1][C:2]1[CH:7]=[C:6]([C:8]2[N:9]([C:17]3[CH:22]=[CH:21][C:20]([S:23]([NH2:45])(=[O:25])=[O:24])=[CH:19][CH:18]=3)[CH:10]=[C:11]([C:13]([F:16])([F:15])[F:14])[N:12]=2)[CH:5]=[N:4][CH:3]=1 |f:3.4|. Reported procedure: To a solution of 3-methyl-5-[1-[4-(methylsulfonyl)phenyl]-4-(trifluoromethyl)-1H-imidazol-2-yl]pyridine (Example 39) (1.9 mmol) in 25 mL of dry THF was added n-BuMgCl (3.8 mL of 2.0 M THF solution, 7.5 mmol) slowly at 0° C. After stirring for additional 15 minutes, the solution was stirred at room temperature for 2 hours. The reaction mixture was re-cooled to 0° C. and triethylborane (9.5 mL of 1.0 M THF solution, 9.5 mmol) was added. After stirring at for 2 hours, the mixture was heated to refl... Starting materials: OO (hydrogen peroxide), O.[OH-].[Li+] (lithium hydroxide monohydrate), C(C)(C)(C)[Si](O[C@H](C)[C@H](C(=O)N1C(OC([C@H]1C(C)C)(C)C)=O)C=C)(C)C ((R)-3-{(R)-2-[(R)-1-(tert-butyl-dimethyl-silanyloxy)-ethyl]-but-3-enoyl}-4-isopropyl-5,5-dimethyl-oxazolidin-2-one). Run in O1CCCC1.O (tetrahydrofuran water). Reaction conditions: time 2 hour. Yields the product C(C)(C)(C)[Si](O[C@H](C)[C@H](C(=O)O)C=C)(C)C ((R)-2-[(R)-1-(tert-Butyl-dimethyl-silanyloxy)-ethyl]-but-3-enoic acid). The yield is 78.7%. RXN SMILES: [C:1]([Si:5]([CH3:26])([CH3:25])[O:6][C@@H:7]([C@@H:9]([CH:23]=[CH2:24])[C:10](N1[C@H](C(C)C)C(C)(C)OC1=O)=[O:11])[CH3:8])([CH3:4])([CH3:3])[CH3:2].[OH:27]O.O.[OH-].[Li+]>O1CCCC1.O>[C:1]([Si:5]([CH3:26])([CH3:25])[O:6][C@@H:7]([C@@H:9]([CH:23]=[CH2:24])[C:10]([OH:11])=[O:27])[CH3:8])([CH3:2])([CH3:3])[CH3:4] |f:2.3.4,5.6|. Procedure: A cooled (0° C.) solution of (R)-3-{(R)-2-[(R)-1-(tert-butyl-dimethyl-silanyloxy)-ethyl]-but-3-enoyl}-4-isopropyl-5,5-dimethyl-oxazolidin-2-one (400 mg, 1.04 mmol) in tetrahydrofuran/water (15 mL, 2:1) was subsequently treated with hydrogen peroxide (30% aqueous, 537 μL, 5.21 mmol) and lithium hydroxide monohydrate (87 mg, 2.09 mmol). The mixture was allowed to warm up to room temperature overnight. The reaction was quenched with sodium metabisulfite until Kl/starch paper negative. After stirrin... Starting materials: C(C)(C)(C)OC(=O)N1[C@@H](C[C@@](C1)(CNC(=O)OCC(Cl)(Cl)Cl)F)C(=O)OCC1=CC=CC=C1 ((2S,4S)-4-Fluoro-4-[(2,2,2-trichloro-ethoxycarbonylamino)-methyl]-pyrrolidine-1,2-dicarboxylic acid 2-benzyl ester 1-tert-butyl ester), CI (methyl iodide), [H-].[Na+] (sodium hydride), CN(C)C=O (DMF), C(C)(C)(C)OC(=O)N1[C@@H](C[C@](C1)(F)CN)C(=O)OCC1=CC=CC=C1 ((2S,4S)-4-aminomethyl-4-fluoro-pyrrolidine-1,2-dicarboxylic acid 2-benzyl ester 1-tert-butyl ester), C(=O)(OCC(Cl)(Cl)Cl)Cl (Troc-Cl). The solvent is C(Cl)Cl (CH2Cl2). Reaction conditions: time 16 hour. Product: C(C)(C)(C)OC(=O)N1[C@@H](C[C@@](C1)(CN(C(=O)OCC(Cl)(Cl)Cl)C)F)C(NCC1=C(C(=CC=C1)Cl)F)=O ((2S,4S)-2-(3-Chloro-2-fluoro-benzylcarbamoyl)-4-fluoro-4-{[methyl-(2,2,2-trichloro-ethoxycarbonyl)-amino]-methyl}-pyrrolidine-1-carboxylic acid tert-butyl ester). As a reaction SMILES: C(OC(N1C[C@:11](CN)([F:13])[CH2:10][C@H:9]1[C:16](OCC1C=CC=CC=1)=O)=O)(C)(C)C.C(Cl)(O[CH2:29][C:30]([Cl:33])(Cl)Cl)=O.[C:35]([O:39][C:40]([N:42]1[CH2:46][C@@:45]([F:57])([CH2:47][NH:48][C:49]([O:51][CH2:52][C:53]([Cl:56])([Cl:55])[Cl:54])=[O:50])[CH2:44][C@H:43]1[C:58](OCC1C=CC=CC=1)=[O:59])=[O:41])([CH3:38])([CH3:37])[CH3:36].[CH3:68]I.[H-].[Na+].C[N:73]([CH:75]=O)C>C(Cl)Cl>[C:35]([O:39][C:40]([N:42]1[CH2:46][C@@:45]([F:57])([CH2:47][N:48]([CH3:68])[C:49]([O:51][CH2:52][C:53]([Cl:54])([Cl:55])[Cl:56])=[O:50])[CH2:44][C@H:43]1[C:58](=[O:59])[NH:73][CH2:75][C:10]1[CH:9]=[CH:16][CH:29]=[C:30]([Cl:33])[C:11]=1[F:13])=[O:41])([CH3:36])([CH3:37])[CH3:38] |f:4.5|. Procedure: To a solution of (2S,4S)-4-aminomethyl-4-fluoro-pyrrolidine-1,2-dicarboxylic acid 2-benzyl ester 1-tert-butyl ester (100 mg, 0.28 mmol) in CH2Cl2 (10 mL) was added Troc-Cl (0.05 mL, 0.34 mmol). The reaction mixture was stirred for 16 h at RT. The reaction mixture was quenched with water, extracted with EtOAc, washed with brine, dried over Na2SO4, filtered, concentrated and purified by flash column chromatography on silica gel (c-hexane/EtOAc 1:1). To a solution of (2S,4S)-4-Fluoro-4-[(2,2,2-tric... Starting materials: C(C)(=O)NC1=CC=C(C=C1)C=1SC2=C(N1)C=CC=C2 (2-(4'-acetamidophenyl)benzothiazole), COC=1C=CC(=CC1)P2(=S)SP(=S)(S2)C=3C=CC(=CC3)OC (Lawesson's reagent). The solvent is hexamethyl-phosphoamide, O (water). Reaction conditions: temperature 100 celsius, time 6 hour. Yields the product C(C)(=S)NC1=CC=C(C=C1)C=1SC2=C(N1)C=CC=C2 (2-(4'-Thioacetamidophenyl)benzothiazole). Yield: 101.6%. As a reaction SMILES: [C:1]([NH:4][C:5]1[CH:10]=[CH:9][C:8]([C:11]2[S:12][C:13]3[CH:19]=[CH:18][CH:17]=[CH:16][C:14]=3[N:15]=2)=[CH:7][CH:6]=1)(=O)[CH3:2].COC1C=CC(P2(SP(C3C=CC(OC)=CC=3)(=S)S2)=[S:29])=CC=1>O>[C:1]([NH:4][C:5]1[CH:10]=[CH:9][C:8]([C:11]2[S:12][C:13]3[CH:19]=[CH:18][CH:17]=[CH:16][C:14]=3[N:15]=2)=[CH:7][CH:6]=1)(=[S:29])[CH3:2]. Reported procedure: A mixture of 2-(4'-acetamidophenyl)benzothiazole (0.4 g, 1.49 mmol) and Lawesson's reagent (0.37 g, 0.9 mmol) in hexamethyl-phosphoamide (HMPA) (10 ml) was stirred at 100° C. for 6 hours. The reaction mixture was poured into water. The precipitate formed was filtered off, washed with water and dried. The crude product was purified by chromatography on silica gel, eluting with ethyl acetate-hexane (5:6)to give pale yellow crystals (0.26 g, 61%), m.p. 221.6-222.8° C.